Dataset: the Open Reaction Database (ORD), a public repository of structured organic reaction records. Task: describe an organic reaction: reactants, conditions, products, and yield The reactants are CC(=O)Cl, Nc1ccc(CN2CCN(C(=O)c3cc(C(F)(F)F)cc(C(F)(F)F)c3)C(Cc3ccc(Cl)c(Cl)c3)C2)cc1, O. Yields the product CC(=O)Nc1ccc(CN2CCN(C(=O)c3cc(C(F)(F)F)cc(C(F)(F)F)c3)C(Cc3ccc(Cl)c(Cl)c3)C2)cc1. As a reaction SMILES: [CH3:1][C:2]([Cl:3])=[O:4].[NH2:5][c:6]1[cH:7][cH:8][c:9]([CH2:10][N:11]2[CH2:12][CH:13]([CH2:33][c:34]3[cH:35][c:36]([Cl:41])[c:37]([Cl:40])[cH:38][cH:39]3)[N:14]([C:17]([c:18]3[cH:19][c:20]([C:28]([F:29])([F:30])[F:31])[cH:21][c:22]([C:24]([F:25])([F:26])[F:27])[cH:23]3)=[O:32])[CH2:15][CH2:16]2)[cH:42][cH:43]1.[OH2:44]>>[CH3:1][C:2](=[O:4])[NH:5][c:6]1[cH:7][cH:8][c:9]([CH2:10][N:11]2[CH2:12][CH:13]([CH2:33][c:34]3[cH:35][c:36]([Cl:41])[c:37]([Cl:40])[cH:38][cH:39]3)[N:14]([C:17]([c:18]3[cH:19][c:20]([C:28]([F:29])([F:30])[F:31])[cH:21][c:22]([C:24]([F:25])([F:26])[F:27])[cH:23]3)=[O:32])[CH2:15][CH2:16]2)[cH:42][cH:43]1.